From a dataset of the Open Reaction Database (ORD), a public repository of structured organic reaction records. describe an organic reaction: reactants, conditions, products, and yield Reactants: [Al+3], C1CCOC1, [H-], [H-], [H-], [H-], [Li+], N#CCOCCCCN1C(=O)CCCC1CCC(=O)Cc1ccccc1. The product is N#CCOCCCCN1C(=O)CCCC1CCC(O)Cc1ccccc1. As a reaction SMILES: [Al+3:2].[CH2:33]1[O:34][CH2:35][CH2:36][CH2:37]1.[H-:1].[H-:4].[H-:5].[H-:6].[Li+:3].[O:7]=[C:8]1[N:9]([CH2:25][CH2:26][CH2:27][CH2:28][O:29][CH2:30][C:31]#[N:32])[CH:10]([CH2:14][CH2:15][C:16]([CH2:17][c:18]2[cH:19][cH:20][cH:21][cH:22][cH:23]2)=[O:24])[CH2:11][CH2:12][CH2:13]1>>[O:7]=[C:8]1[N:9]([CH2:25][CH2:26][CH2:27][CH2:28][O:29][CH2:30][C:31]#[N:32])[CH:10]([CH2:14][CH2:15][CH:16]([CH2:17][c:18]2[cH:19][cH:20][cH:21][cH:22][cH:23]2)[OH:24])[CH2:11][CH2:12][CH2:13]1. Starting materials: O=C1[C@H](C\C=C/CCCC(=O)O)[C@H](CC1)\C=C\[C@H](CCC#CC)OC1OCCCC1 ((5Z,13E)-(15S)-9-oxo-15-(tetrahydropyran-2-yloxy)-5,13-prostadien-18-ynoic acid). Run in C(C)(=O)O.O.C1CCOC1 (acetic acid water THF). The product is O[C@H](/C=C/[C@H]1CCC([C@@H]1C\C=C/CCCC(=O)O)=O)CCC#CC ((5Z,13E)-(15S)-15-Hydroxy-9-oxo-5,13-prostadien-18-ynoic Acid). As a reaction SMILES: [O:1]=[C:2]1[CH2:15][CH2:14][C@H:13](/[CH:16]=[CH:17]/[C@@H:18]([O:24]C2CCCCO2)[CH2:19][CH2:20][C:21]#[C:22][CH3:23])[C@H:3]1[CH2:4]/[CH:5]=[CH:6]\[CH2:7][CH2:8][CH2:9][C:10]([OH:12])=[O:11]>C(O)(=O)C.O.C1COCC1>[OH:24][C@@H:18]([CH2:19][CH2:20][C:21]#[C:22][CH3:23])/[CH:17]=[CH:16]/[C@@H:13]1[C@@H:3]([CH2:4]/[CH:5]=[CH:6]\[CH2:7][CH2:8][CH2:9][C:10]([OH:12])=[O:11])[C:2](=[O:1])[CH2:15][CH2:14]1 |f:1.2.3|. Procedure details: 320 mg. of (5Z,13E)-(15S)-9-oxo-15-(tetrahydropyran-2-yloxy)-5,13-prostadien-18-ynoic acid is agitated for 16 hours at room temperature with 8 ml. of a mixture of glacial acetic acid/water/THF (65/35/10), then evaporated under vacuum, and the residue purified by column chromatography on silica gel. With methylene chloride/5% methanol, 210 mg. of the title compound is obtained as a colorless oil. Reactants: FC=1C=C(C=CC1C(F)(F)F)NC([O-])=O (3-fluoro-4-(trifluoromethyl)phenylcarbamate), Example 150, COC=1C=C2C(=NC=NC2=CC1OC)SC=1C=C(N)C=CC1 (3-(6,7-dimethoxyquinazolin-4-ylthio)aniline), C(C)(C)N(CC)C(C)C (diisopropylethyl amine). The reagents and catalysts are CN(C)C=1C=CN=CC1 (DMAP). Yields the product COC=1C=C2C(=NC=NC2=CC1OC)SC=1C=C(C=CC1)NC(=O)NC1=CC(=C(C=C1)C(F)(F)F)F (1-(3-(6,7-dimethoxyquinazolin-4-ylthio)phenyl)-3-(3-fluoro-4-(trifluoromethyl)phenyl)urea). RXN SMILES: [F:1][C:2]1[CH:3]=[C:4]([NH:12][C:13](=[O:15])[O-])[CH:5]=[CH:6][C:7]=1[C:8]([F:11])([F:10])[F:9].[CH3:16][O:17][C:18]1[CH:19]=[C:20]2[C:25](=[CH:26][C:27]=1[O:28][CH3:29])[N:24]=[CH:23][N:22]=[C:21]2[S:30][C:31]1[CH:32]=[C:33]([CH:35]=[CH:36][CH:37]=1)[NH2:34].C(N(C(C)C)CC)(C)C>CN(C1C=CN=CC=1)C>[CH3:16][O:17][C:18]1[CH:19]=[C:20]2[C:25](=[CH:26][C:27]=1[O:28][CH3:29])[N:24]=[CH:23][N:22]=[C:21]2[S:30][C:31]1[CH:32]=[C:33]([NH:34][C:13]([NH:12][C:4]2[CH:5]=[CH:6][C:7]([C:8]([F:9])([F:10])[F:11])=[C:2]([F:1])[CH:3]=2)=[O:15])[CH:35]=[CH:36][CH:37]=1. Procedure: Following the procedure described in Example 138B with 3-fluoro-4-(trifluoromethyl)phenylcarbamate as described in Example 150 (135 mg, 0.45 mmol) and using 3-(6,7-dimethoxyquinazolin-4-ylthio)aniline from Example 115B (94 mg, 0.3 mmol). To this mixture diisopropylethyl amine (58 mg, 0.45 mmol) and DMAP (3.7 mg, 0.03 mmol) the reaction was heated at 50° C. overnight. The reaction was concentrated to dryness and triturated with dichloromethane. The resulting solid was collected by vacuum filtrati... Starting materials: COC(C1=CC(=NC=C1)SCC(C)=O)=O (2-(2-oxo-propylsulfanyl)-isonicotinic acid methyl ester), Cl.ClC=1C=C(C=CC1)NN ((3-chloro-phenyl)-hydrazine hydrochloride). The product is COC(C1=CC(=NC=C1)SC1=C(NC2=CC(=CC=C12)Cl)C)=O (2-(6-Chloro-2-methyl-1H-indol-3-ylsulfanyl)-isonicotinic acid methyl ester). Reaction SMILES: [CH3:1][O:2][C:3](=[O:15])[C:4]1[CH:9]=[CH:8][N:7]=[C:6]([S:10][CH2:11][C:12](=O)[CH3:13])[CH:5]=1.Cl.[Cl:17][C:18]1[CH:19]=[C:20]([NH:24]N)[CH:21]=[CH:22][CH:23]=1>>[CH3:1][O:2][C:3](=[O:15])[C:4]1[CH:9]=[CH:8][N:7]=[C:6]([S:10][C:11]2[C:21]3[C:20](=[CH:19][C:18]([Cl:17])=[CH:23][CH:22]=3)[NH:24][C:12]=2[CH3:13])[CH:5]=1 |f:1.2|. Procedure: Prepared according to the procedure described in Example 1, Step 4, using the following starting materials: 2-(2-oxo-propylsulfanyl)-isonicotinic acid methyl ester and (3-chloro-phenyl)-hydrazine hydrochloride. As a reaction SMILES: [NH2:1][C:2]1[C:7]2[N:8]=[C:9]([CH2:16][CH2:17][CH2:18][CH3:19])[N:10]([CH2:11][C:12]([CH3:15])([CH3:14])O)[C:6]=2[C:5]([CH3:20])=[C:4]([CH3:21])[N:3]=1.Br.[ClH:23].CCOCC>CO>[ClH:23].[CH2:16]([C:9]1[N:10]([CH:11]=[C:12]([CH3:14])[CH3:15])[C:6]2[C:5]([CH3:20])=[C:4]([CH3:21])[N:3]=[C:2]([NH2:1])[C:7]=2[N:8]=1)[CH2:17][CH2:18][CH3:19] |f:5.6|. Reported procedure: 4-Amino-2-butyl-α,α,6,7-tetramethyl-1H-imidazo[4,5-c]pyridine-1-ethanol (about 200 mg) was combined with concentrated hydrobromic acid (50 mL,) and heated at reflux overnight. The reaction mixture was concentrated under vacuum. The residue was taken up in methanol then diluted with ether. The resulting precipitate was collected then partitioned between methylene chloride and 10% sodium hydroxide. The organic layer was separated, dried over magnesium sulfate then concentrated to provide an oil. T... The product is Cl.C(CCC)C=1N(C2=C(C(=NC(=C2C)C)N)N1)C=C(C)C (2-Butyl-6,7-dimethyl-1-(2-methyl-1-propenyl)-1H-imidazo[4,5-c]pyridin-4-amine hydrochloride). Starting materials: NC1=NC(=C(C2=C1N=C(N2CC(O)(C)C)CCCC)C)C (4-Amino-2-butyl-α,α,6,7-tetramethyl-1H-imidazo[4,5-c]pyridine-1-ethanol), CCOCC (ether), Br (hydrobromic acid), Cl (hydrochloric acid). Run in CO (methanol). The reactants are IC (Iodomethane), [C@@H]1(CCC2=CC=CC=C12)NC(OC(C)(C)C)=O (tert-butyl(1S)-2,3-dihydro-1H-inden-1-ylcarbamate), [H-].[Na+] (sodium hydride), oil. Run in C1CCOC1 (THF). Conditions: time 30 minute. Product: [C@@H]1(CCC2=CC=CC=C12)N(C(OC(C)(C)C)=O)C (tert-Butyl(1S)-2,3-dihydro-1H-inden-1-yl(methyl)carbamate), oil. Yield: 95.0%. RXN SMILES: [C@@H:1]1([NH:10][C:11](=[O:17])[O:12][C:13]([CH3:16])([CH3:15])[CH3:14])[C:9]2[C:4](=[CH:5][CH:6]=[CH:7][CH:8]=2)[CH2:3][CH2:2]1.[H-].[Na+].I[CH3:21]>C1COCC1>[C@@H:1]1([N:10]([CH3:21])[C:11](=[O:17])[O:12][C:13]([CH3:14])([CH3:16])[CH3:15])[C:9]2[C:4](=[CH:5][CH:6]=[CH:7][CH:8]=2)[CH2:3][CH2:2]1 |f:1.2|. Procedure details: To a solution of tert-butyl(1S)-2,3-dihydro-1H-inden-1-ylcarbamate (1.82 g, 7.80 mmol) in THF (50.0 mL) under an atmosphere of argon at 0° C. was added 60% sodium hydride in mineral oil (968 mg, 24.2 mmol) and the suspension was allowed to warm to rt and stir for 30 min. Iodomethane (1.52 mL, 24.2 mmol) was added and the mixture was stirred overnight. The reaction was then quenched via addition of saturated ammonium chloride solution (10.0 mL) and was concentrated in vacuo. The mixture was then ... Reactants: C(C=C)C1=C(C(=CC=C1)C)O (2-allyl-6-methylphenol), SC(C(C)O)C (3-mercapto-2-butanol). Yields the product OC(C(SCCCC1=C(C(=CC=C1)C)O)C)C (2-[3-(2-hydroxy-1-methylpropylthio)propyl]-6-methylphenol). RXN SMILES: [CH2:1]([C:4]1[CH:9]=[CH:8][CH:7]=[C:6]([CH3:10])[C:5]=1[OH:11])[CH:2]=[CH2:3].[SH:12][CH:13]([CH3:17])[CH:14]([OH:16])[CH3:15]>>[OH:16][CH:14]([CH3:15])[CH:13]([CH3:17])[S:12][CH2:3][CH2:2][CH2:1][C:4]1[CH:9]=[CH:8][CH:7]=[C:6]([CH3:10])[C:5]=1[OH:11]. Procedure: In the same manner as in Synthetic example 1, 2-allyl-6-methylphenol and 3-mercapto-2-butanol were reacted to obtain 2-[3-(2-hydroxy-1-methylpropylthio)propyl]-6-methylphenol.